From a dataset of the Open Reaction Database (ORD), a public repository of structured organic reaction records. describe an organic reaction: reactants, conditions, products, and yield Starting materials: C#Cc1ncc(-c2ccc(Cl)cc2)cc1CN, CC1CCN(CCOc2ccc(I)cc2)CC1. Yields the product CC1CCN(CCOc2ccc(C#Cc3ncc(-c4ccc(Cl)cc4)cc3CN)cc2)CC1. Reaction SMILES: [Cl:18][c:19]1[cH:20][cH:21][c:22](-[c:25]2[cH:26][c:27]([CH2:33][NH2:34])[c:28]([C:31]#[CH:32])[n:29][cH:30]2)[cH:23][cH:24]1.[I:1][c:2]1[cH:3][cH:4][c:5]([O:6][CH2:7][CH2:8][N:9]2[CH2:10][CH2:11][CH:12]([CH3:15])[CH2:13][CH2:14]2)[cH:16][cH:17]1>>[c:2]1([C:32]#[C:31][c:28]2[c:27]([CH2:33][NH2:34])[cH:26][c:25](-[c:22]3[cH:21][cH:20][c:19]([Cl:18])[cH:24][cH:23]3)[cH:30][n:29]2)[cH:3][cH:4][c:5]([O:6][CH2:7][CH2:8][N:9]2[CH2:10][CH2:11][CH:12]([CH3:15])[CH2:13][CH2:14]2)[cH:16][cH:17]1.